Dataset: the Open Reaction Database (ORD), a public repository of structured organic reaction records. Task: describe an organic reaction: reactants, conditions, products, and yield Reactants: BrCC(=O)N(C1=CC=CC=C1)C(C)(C)C (2-Bromo-N-tert-butyl-N-phenyl-acetamide), C1(=CC=CC=C1)N1C2=C(NC(CC1=O)=O)C=CC=C2 (1-Phenyl-2,3,4,5-tetrahydro-benzo[b][1,4]diazepin-2,4-dione), C[Si](C)(C)[N-][Si](C)(C)C.[Na+] (Sodium bis(trimethylsilyl)amide). Solvent: CN(C)C=O (DMF), CN(C)C=O (DMF), C1CCOC1 (THF). Conditions: time 0.5 hour. The product is C(C)(C)(C)N(C(CN1C2=C(N(C(CC1=O)=O)C1=CC=CC=C1)C=CC=C2)=O)C2=CC=CC=C2 (N-tert-Butyl-2-(2,4-dioxo-5-phenyl-2,3,4,5,-tetrahydro-benzo[b][1,4]diazepin-1-yl)-N-phenyl-acetamide). Isolated yield 71.0%. RXN SMILES: [C:1]1([N:7]2[C:13](=[O:14])[CH2:12][C:11](=[O:15])[NH:10][C:9]3[CH:16]=[CH:17][CH:18]=[CH:19][C:8]2=3)[CH:6]=[CH:5][CH:4]=[CH:3][CH:2]=1.C[Si]([N-][Si](C)(C)C)(C)C.[Na+].Br[CH2:31][C:32]([N:34]([C:41]([CH3:44])([CH3:43])[CH3:42])[C:35]1[CH:40]=[CH:39][CH:38]=[CH:37][CH:36]=1)=[O:33]>CN(C=O)C.C1COCC1>[C:41]([N:34]([C:35]1[CH:36]=[CH:37][CH:38]=[CH:39][CH:40]=1)[C:32](=[O:33])[CH2:31][N:10]1[C:11](=[O:15])[CH2:12][C:13](=[O:14])[N:7]([C:1]2[CH:2]=[CH:3][CH:4]=[CH:5][CH:6]=2)[C:8]2[CH:19]=[CH:18][CH:17]=[CH:16][C:9]1=2)([CH3:42])([CH3:43])[CH3:44] |f:1.2|. Procedure details: To a stirred solution of 600 mg (2.38 mmol) 1-Phenyl-2,3,4,5-tetrahydro-benzo[b][1,4]diazepin-2,4-dione in 16 mL DMF is added 2.62 mL (2.62 mmol, 1.1 equiv) of 1M Sodium bis(trimethylsilyl)amide in THF at ambient temperature and stirred 0.5 h. To this solution is added 707 mg (2.62 mmol, 1.1 equiv) 2-Bromo-N-tert-butyl-N-phenyl-acetamide, prepared as in Part A, in 4 mL DMF and stirred 18 h at ambient temperature. The solvent is removed in vacuo and the residue taken into 50 mL EtOAc, washed succ... Reactants: COC=1C=C(C=C(C1OC)OC)C1=NC=CC(=C1)CN1CCNCC1 (1-[[2-(3,4,5-Trimethoxyphenyl)pyridin-4-yl]-methyl]piperazine), ClCC1=CC(=NC=C1)C1=CC2=CC=CC=C2C=C1 (4-chloromethyl-2-(2-naphthyl)pyridine). The product is Cl.Cl.Cl.Cl.C1=C(C=CC2=CC=CC=C12)C1=NC=CC(=C1)CN1CCN(CC1)CC1=CC(=NC=C1)C1=CC(=C(C(=C1)OC)OC)OC (N-[[2-(2-naphthyl)pyridin-4-yl]methyl]-N′-[[2-(3,4,5-trimethoxyphenyl)pyridin-4-yl]methyl]-piperazine tetrahydrochloride), Cl (hydrochloride). As a reaction SMILES: [CH3:1][O:2][C:3]1[CH:4]=[C:5]([C:13]2[CH:18]=[C:17]([CH2:19][N:20]3[CH2:25][CH2:24][NH:23][CH2:22][CH2:21]3)[CH:16]=[CH:15][N:14]=2)[CH:6]=[C:7]([O:11][CH3:12])[C:8]=1[O:9][CH3:10].[Cl:26][CH2:27][C:28]1[CH:33]=[CH:32][N:31]=[C:30]([C:34]2[CH:43]=[CH:42][C:41]3[C:36](=[CH:37][CH:38]=[CH:39][CH:40]=3)[CH:35]=2)[CH:29]=1>>[ClH:26].[ClH:26].[ClH:26].[ClH:26].[CH:35]1[C:36]2[C:41](=[CH:40][CH:39]=[CH:38][CH:37]=2)[CH:42]=[CH:43][C:34]=1[C:30]1[CH:29]=[C:28]([CH2:27][N:23]2[CH2:24][CH2:25][N:20]([CH2:19][C:17]3[CH:16]=[CH:15][N:14]=[C:13]([C:5]4[CH:6]=[C:7]([O:11][CH3:12])[C:8]([O:9][CH3:10])=[C:3]([O:2][CH3:1])[CH:4]=4)[CH:18]=3)[CH2:21][CH2:22]2)[CH:33]=[CH:32][N:31]=1.[ClH:26] |f:2.3.4.5.6|. Reported procedure: 1-[[2-(3,4,5-Trimethoxyphenyl)pyridin-4-yl]-methyl]piperazine (69 mg) and 4-chloromethyl-2-(2-naphthyl)pyridine (56 mg) were reacted in the same manner as in Example 1 to obtain the title compound in the form of a hydrochloride. Starting materials: 12, O1C(CCC2=C1C=CC=C2)C(=O)O ((+)-3,4-dihydro-2H-1-benzopyran-2-carboxylic acid), O1CCCC1 (tetrahydrofuran), C(=O)(N1C=NC=C1)N1C=NC=C1 (1,1'-carbonylbis[1H-imidazole]), 40, [H-].CC(C[Al+]CC(C)C)C (bis(2-methylpropyl)aluminum hydride). Run in CO (methanol), CC1=CC=CC=C1 (methylbenzene). Reaction conditions: time 1 hour. Yields the product O1C(CCC2=C1C=CC=C2)C=O ((+)-3,4-dihydro-2H-1-benzopyran-2-carboxaldehyde). Isolated yield 84.0%. RXN SMILES: [O:1]1[C:6]2[CH:7]=[CH:8][CH:9]=[CH:10][C:5]=2[CH2:4][CH2:3][CH:2]1[C:11](O)=[O:12].O1CCCC1.C(N1C=CN=C1)(N1C=CN=C1)=O.[H-].CC(C)C[Al+]CC(C)C>CC1C=CC=CC=1.CO>[O:1]1[C:6]2[CH:7]=[CH:8][CH:9]=[CH:10][C:5]=2[CH2:4][CH2:3][CH:2]1[CH:11]=[O:12] |f:3.4|. Reported procedure: To a stirred solution of 12 parts of (+)-3,4-dihydro-2H-1-benzopyran-2-carboxylic acid in 270 parts of tetrahydrofuran were added 11 parts of 1,1'-carbonylbis[1H-imidazole]. After stirring for 1 hour at room temperature, the whole was cooled to -70° C. and 84 parts of a solution of bis(2-methylpropyl)aluminum hydride 1.5M in methylbenzene were added dropwise. Upon completion, stirring was continued for 20 minutes at -70° C. After the addition of 40 parts of methanol, the reaction mixture was pou... Starting materials: BrC1=CN=C(S1)NC1=NC=CC=C1 (5-bromo-N-(pyridine-2-yl)thiazol-2-amine), CN(C)C=O (DMF), ClC1=CC(=NC=C1)C(=O)O (4-chloropicolinic acid), O.S.[Na] (sodium hydrogensulfide hydrate), thiazoles, C[O-].[Na+] (sodium methoxide). Run in CO (methanol). Reaction conditions: temperature 100 celsius, time 3 hour. Product: N1=C(C=CC=C1)NC=1SC(=CN1)SC1=CC(=NC=C1)C(=O)O (4-(2-(pyridin-2-ylamino)thiazol-5-ylthio)picolinic acid). The yield is 28.0%. Reaction SMILES: CN(C=O)C.Cl[C:7]1[CH:12]=[CH:11][N:10]=[C:9]([C:13]([OH:15])=[O:14])[CH:8]=1.O.[SH2:17].[Na].C[O-].[Na+].Br[C:23]1[S:27][C:26]([NH:28][C:29]2[CH:34]=[CH:33][CH:32]=[CH:31][N:30]=2)=[N:25][CH:24]=1>CO>[N:30]1[CH:31]=[CH:32][CH:33]=[CH:34][C:29]=1[NH:28][C:26]1[S:27][C:23]([S:17][C:7]2[CH:12]=[CH:11][N:10]=[C:9]([C:13]([OH:15])=[O:14])[CH:8]=2)=[CH:24][N:25]=1 |f:2.3.4,5.6,^1:17|. Reported procedure: A DMF (3 mL) suspension of 4-chloropicolinic acid (0.160 g, 1.01 mmol) and sodium hydrogensulfide hydrate (0.225 g, 3.03 mmol, 3 eq) was heated to 100° C. After 3 h, the suspension was diluted with methanol (10 mL), 5-bromo-N-(pyridine-2-yl)thiazol-2-amine (0.256 g, 1.0 mmol, 1 eq, described in the synthesis of thiazoles Example A) was added followed by a solution of sodium methoxide 25% (2 mL). The resulting mixture was heated at 80° C. for 15 min., concentrated to remove most of the methanol, ... Reactants: C1CCNC1, CCc1c(-c2cccc(OCc3ccccc3)c2)c2c(N)ncnc2n1C1CC(CO)C1, Cc1ccc(S(=O)(=O)Cl)cc1, c1ccncc1. The product is CCc1c(-c2cccc(OCc3ccccc3)c2)c2c(N)ncnc2n1C1CC(CN2CCCC2)C1. Reaction SMILES: [CH2:44]1[CH2:45][CH2:46][NH:47][CH2:48]1.[NH2:1][c:2]1[c:3]2[c:4]([n:5][cH:6][n:7]1)[n:8]([CH:27]1[CH2:28][CH:29]([CH2:31][OH:32])[CH2:30]1)[c:9]([CH2:25][CH3:26])[c:10]2-[c:11]1[cH:12][c:13]([O:17][CH2:18][c:19]2[cH:20][cH:21][cH:22][cH:23][cH:24]2)[cH:14][cH:15][cH:16]1.[c:33]1([CH3:34])[cH:35][cH:36][c:37]([S:38]([Cl:39])(=[O:40])=[O:41])[cH:42][cH:43]1.[cH:49]1[cH:50][cH:51][n:52][cH:53][cH:54]1>>[NH2:1][c:2]1[c:3]2[c:4]([n:5][cH:6][n:7]1)[n:8]([CH:27]1[CH2:28][CH:29]([CH2:31][N:47]3[CH2:46][CH2:45][CH2:44][CH2:48]3)[CH2:30]1)[c:9]([CH2:25][CH3:26])[c:10]2-[c:11]1[cH:12][c:13]([O:17][CH2:18][c:19]2[cH:20][cH:21][cH:22][cH:23][cH:24]2)[cH:14][cH:15][cH:16]1. Reactants: C1CCOC1, CCCC[N+](CCCC)(CCCC)CCCC, C[Si](C)(C)C#Cc1cnc2cnccn12, [F-]. Yields the product C#Cc1cnc2cnccn12. RXN SMILES: [CH2:34]1[O:35][CH2:36][CH2:37][CH2:38]1.[CH3:17][CH2:18][CH2:19][CH2:20][N+:21]([CH2:22][CH2:23][CH2:24][CH3:25])([CH2:26][CH2:27][CH2:28][CH3:29])[CH2:30][CH2:31][CH2:32][CH3:33].[CH3:1][Si:2]([CH3:3])([CH3:4])[C:5]#[C:6][c:7]1[cH:8][n:9][c:10]2[n:11]1[cH:12][cH:13][n:14][cH:15]2.[F-:16]>>[CH:5]#[C:6][c:7]1[cH:8][n:9][c:10]2[n:11]1[cH:12][cH:13][n:14][cH:15]2. Starting materials: ClC=1C=CC=C2C(=CNC12)C=O (7-chloro-1H-indole-3-carbaldehyde), C(N)(=O)C1=CN(C2=CC=C(C=C12)Cl)CC(=O)O ((3-carbamoyl-5-chloro-indol-1-yl)-acetic acid). The product is C(N)(=O)C1=CN(C2=C(C=CC=C12)Cl)CC(=O)O ((3-Carbamoyl-7-chloro-indol-1-yl)-acetic acid). Reaction SMILES: [Cl:1]C1C=CC=C2C=1NC=C2C=O.[C:13]([C:16]1[C:24]2[C:19](=[CH:20][CH:21]=[C:22](Cl)[CH:23]=2)[N:18]([CH2:26][C:27]([OH:29])=[O:28])[CH:17]=1)(=[O:15])[NH2:14]>>[C:13]([C:16]1[C:24]2[C:19](=[C:20]([Cl:1])[CH:21]=[CH:22][CH:23]=2)[N:18]([CH2:26][C:27]([OH:29])=[O:28])[CH:17]=1)(=[O:15])[NH2:14]. Procedure: was prepared from 7-chloro-1H-indole-3-carbaldehyde [1008-07-7] using similar protocols as described in Scheme A11 for the preparation of (3-carbamoyl-5-chloro-indol-1-yl)-acetic acid. White solid. MS (LC/MS): 253 [M+H]+, 505 [2M+H]+; tR (HPLC conditions b): 3.32 min. Reactants: BrCCCCC(=O)OCC (ethyl 5-bromovalerate), C(C1=CC=CC=C1)(C1=CC=CC=C1)N (benzhydrylamine). Run in C1CCCCC1 (cyclohexane). Product: 23.4, C(C1=CC=CC=C1)(C1=CC=CC=C1)NCCCCC(=O)OCC (ethyl 5-benzhydrylaminovalerate). The yield is 62.6%. As a reaction SMILES: Br[CH2:2][CH2:3][CH2:4][CH2:5][C:6]([O:8][CH2:9][CH3:10])=[O:7].[CH:11]([NH2:24])([C:18]1[CH:23]=[CH:22][CH:21]=[CH:20][CH:19]=1)[C:12]1[CH:17]=[CH:16][CH:15]=[CH:14][CH:13]=1>C1CCCCC1>[CH:11]([NH:24][CH2:2][CH2:3][CH2:4][CH2:5][C:6]([O:8][CH2:9][CH3:10])=[O:7])([C:18]1[CH:19]=[CH:20][CH:21]=[CH:22][CH:23]=1)[C:12]1[CH:17]=[CH:16][CH:15]=[CH:14][CH:13]=1. Procedure: 25.1 g of ethyl 5-bromovalerate, 66 g of benzhydrylamine and 30 ml of cyclohexane are stirred at room temperature for 15 days. Processing analogously to Example 19 yields 23.4 (62.6%) of ethyl 5-benzhydrylaminovalerate [B.P. 158° to 163° (0.01 mm Hg)].